describe an organic reaction: reactants, conditions, products, and yield From a dataset of the Open Reaction Database (ORD), a public repository of structured organic reaction records. Reactants: N1C(CCCC1)CO (2-piperidinemethanol), NC1=C(C#N)C(=CC=C1)F (2-amino-6-fluoro-benzonitrile). The product is NC1=C(C#N)C(=CC=C1)OCC1NCCCC1 (2-Amino-6-(piperidin-2-ylmethoxy)benzonitrile). Reaction SMILES: [NH:1]1[CH2:6][CH2:5][CH2:4][CH2:3][CH:2]1[CH2:7][OH:8].[NH2:9][C:10]1[CH:17]=[CH:16][CH:15]=[C:14](F)[C:11]=1[C:12]#[N:13]>>[NH2:9][C:10]1[CH:17]=[CH:16][CH:15]=[C:14]([O:8][CH2:7][CH:2]2[CH2:3][CH2:4][CH2:5][CH2:6][NH:1]2)[C:11]=1[C:12]#[N:13]. Procedure details: Prepared as in Example 24d from 2-piperidinemethanol and 2-amino-6-fluoro-benzonitrile as a light yellow solid (64%). MS 232 (MH+). Starting materials: BrC=1C=NC=C(C1)C#CC (3-Bromo-5-(prop-1-ynyl)pyridine), BrC=1C=NC=C(C1)C#CC (3-Bromo-5-(prop-1-ynyl)pyridine), CC1OCCC1 (2-methyl-tetrahydrofuran), B(OC(C)C)(OC(C)C)OC(C)C (triisopropyl borate), [Li]CCCC (n-BuLi), Cl (HCl). Solvent: C1(=CC=CC=C1)C (toluene). Reaction conditions: temperature -50 celsius, time 60 minute. The product is C(#CC)C=1C=C(C=NC1)B(O)O (5-(Prop-1-ynyl)pyridin-3-ylboronic acid). Isolated yield 87.5%. As a reaction SMILES: Br[C:2]1[CH:3]=[N:4][CH:5]=[C:6]([C:8]#[C:9][CH3:10])[CH:7]=1.CC1CCCO1.[B:17](OC(C)C)([O:22]C(C)C)[O:18]C(C)C.[Li]CCCC.Cl>C1(C)C=CC=CC=1>[C:8]([C:6]1[CH:7]=[C:2]([B:17]([OH:22])[OH:18])[CH:3]=[N:4][CH:5]=1)#[C:9][CH3:10]. Reported procedure: 3-Bromo-5-(prop-1-ynyl)pyridine (Intermediate 14, 25 g, 117 mmol), 2-methyl-tetrahydrofuran (60 mL), toluene (200 mL) and triisopropyl borate (33.2 mL, 140.78 mmol) were mixed. The mixture was cooled to −50° C. To the cold mixture was added n-BuLi (59.8 mL, 149.5 mmol) dropwise during 30 min. The mixture was stirred for 60 min. at −50° C. 2M HCl aq. (100 mL) was added. The mixture was then allowed to reach r.t. and stirred for 20 min. The organic and water phase were separated. The organic phase...